This data is from the Open Reaction Database (ORD), a public repository of structured organic reaction records. The task is: describe an organic reaction: reactants, conditions, products, and yield Conditions: time 4.5 hour. Reaction SMILES: O[Li].O.[Cl:4][C:5]1[CH:6]=[C:7]([CH:23]=[CH:24][CH:25]=1)[NH:8][C:9]1[C:10]2[CH:17]=[C:16]([C:18]([O:20]CC)=[O:19])[NH:15][C:11]=2[N:12]=[CH:13][N:14]=1.Cl>O.CO>[C:18]([C:16]1[NH:15][C:11]2[N:12]=[CH:13][N:14]=[C:9]([NH:8][C:7]3[CH:23]=[CH:24][CH:25]=[C:5]([Cl:4])[CH:6]=3)[C:10]=2[CH:17]=1)([OH:20])=[O:19] |f:0.1|. Reported procedure: A solution of 25 mg (0.6 mmol) of LiOH.H2O in 0.4 ml of H2O is added dropwise to a suspension of 95 mg (0.30 mmol) of 4-(3-chloro-anilino)-6-ethoxycarbonyl-7H-pyrrolo[2,3-d]pyrimidine in 0.7 ml of methanol. The reaction mixture is heated at boiling for 4.5 hours, then cooled in an ice-bath and acidified with 0.6 ml of 1 N HCl solution. Filtering and washing with water yield the title compound; HPLC: tRet (Grad20)=8.7; FAB-MS: (M+H)+ =289. The reactants are Cl (HCl), O[Li].O (LiOH.H2O), ClC=1C=C(NC=2C3=C(N=CN2)NC(=C3)C(=O)OCC)C=CC1 (4-(3-chloro-anilino)-6-ethoxycarbonyl-7H-pyrrolo[2,3-d]pyrimidine). Yields the product C(=O)(O)C1=CC2=C(N=CN=C2NC2=CC(=CC=C2)Cl)N1 (6-Carboxy-4-(3-chloro-anilino)-7H-pyrrolo[2,3-d]pyrimidine). Solvent: O (H2O), CO (methanol).